From a dataset of the Open Reaction Database (ORD), a public repository of structured organic reaction records. describe an organic reaction: reactants, conditions, products, and yield As a reaction SMILES: [CH:1]1(/[CH:7]=[C:8](\[CH2:12][P:13]([OH:19])([CH2:15][CH:16]([CH3:18])[CH3:17])=[O:14])/[C:9]([OH:11])=[O:10])[CH2:6][CH2:5][CH2:4][CH2:3][CH2:2]1.Cl.[CH3:21]O>>[CH:1]1(/[CH:7]=[C:8](\[CH2:12][P:13]([OH:19])([CH2:15][CH:16]([CH3:17])[CH3:18])=[O:14])/[C:9]([O:11][CH3:21])=[O:10])[CH2:2][CH2:3][CH2:4][CH2:5][CH2:6]1 |f:1.2|. Product: C1(CCCCC1)\C=C(\C(=O)OC)/CP(=O)(CC(C)C)O (methyl (Z)-3-cyclohexyl-2-(hydroxyisobutylphosphinoyl)methylpropenoate). Procedure details: (Z)-3-cyclohexyl-2-(hydroxyisobutylphosphinoyl)methylpropenoic acid was treated in a similar manner as in Example 52 except that HCl-methanol was used instead of HCl-ethanol used in Example 52. The captioned compound was obtained as a colorless oil. Reactants: C1(CCCCC1)\C=C(\C(=O)O)/CP(=O)(CC(C)C)O ((Z)-3-cyclohexyl-2-(hydroxyisobutylphosphinoyl)methylpropenoic acid), Cl.CO (HCl methanol). Starting materials: N1C[C@@H](C2=CC=CC=C12)CCN1CCN(CC1)C=1C=C2C=CNC2=CC1 (5-{4-[(R)-2-(2,3-dihydro-1H-indol-3-yl)-ethyl]-piperazin-1-yl}-1H-indole), ClCC(=O)N (2-chloroacetamide). The solvent is CS(=O)C (dimethyl sulfoxide). Product: Cl.Cl.N1C=CC2=CC(=CC=C12)N1CCN(CC1)CC[C@H]1CN(C2=CC=CC=C12)CC(=O)N (2-((−)-(R)-3-{2-[4-(1H-Indol-5-yl)-piperazin-1-yl]-ethyl}-2,3-dihydro-1H-indol-1-yl)-acetamide dihydrochloride). As a reaction SMILES: [NH:1]1[C:9]2[C:4](=[CH:5][CH:6]=[CH:7][CH:8]=2)[C@@H:3]([CH2:10][CH2:11][N:12]2[CH2:17][CH2:16][N:15]([C:18]3[CH:19]=[C:20]4[C:24](=[CH:25][CH:26]=3)[NH:23][CH:22]=[CH:21]4)[CH2:14][CH2:13]2)[CH2:2]1.[Cl:27][CH2:28][C:29]([NH2:31])=[O:30]>CS(C)=O>[ClH:27].[ClH:27].[NH:23]1[C:24]2[C:20](=[CH:19][C:18]([N:15]3[CH2:14][CH2:13][N:12]([CH2:11][CH2:10][C@@H:3]4[C:4]5[C:9](=[CH:8][CH:7]=[CH:6][CH:5]=5)[N:1]([CH2:28][C:29]([NH2:31])=[O:30])[CH2:2]4)[CH2:17][CH2:16]3)=[CH:26][CH:25]=2)[CH:21]=[CH:22]1 |f:3.4.5|. Procedure: from 5-{4-[(R)-2-(2,3-dihydro-1H-indol-3-yl)-ethyl]-piperazin-1-yl}-1H-indole and 2-chloroacetamide. Assignment of the optical rotation was done in dimethyl sulfoxide. The reactants are CCOC(=O)c1cc(CN(C(C)C)C2CC2)c2c(c1)C(C)(C)CC(C)(C)O2, CCO, [Na+], C1CCOC1, [OH-]. Yields the product CC(C)N(Cc1cc(C(=O)O)cc2c1OC(C)(C)CC2(C)C)C1CC1. As a reaction SMILES: [CH2:1]([CH3:2])[O:3][C:4](=[O:5])[c:6]1[cH:7][c:8]2[c:13]([c:14]([CH2:16][N:17]([CH:18]([CH3:19])[CH3:20])[CH:21]3[CH2:22][CH2:23]3)[cH:15]1)[O:12][C:11]([CH3:24])([CH3:25])[CH2:10][C:9]2([CH3:26])[CH3:27].[CH3:30][CH2:31][OH:32].[Na+:29].[O:33]1[CH2:34][CH2:35][CH2:36][CH2:37]1.[OH-:28]>>[O:3]=[C:4]([OH:5])[c:6]1[cH:7][c:8]2[c:13]([c:14]([CH2:16][N:17]([CH:18]([CH3:19])[CH3:20])[CH:21]3[CH2:22][CH2:23]3)[cH:15]1)[O:12][C:11]([CH3:24])([CH3:25])[CH2:10][C:9]2([CH3:26])[CH3:27]. The reactants are Cl.C(C)NC(=O)NC1=CC=C(C=C1)C=1N=C(C2=C(N1)CCNC2)N2[C@H](COCC2)C ((S)-1-ethyl-3-(4-(4-(3-methylmorpholino)-5,6,7,8-tetrahydropyrido[4,3-d]pyrimidin-2-yl)phenyl)urea hydrochloride), CN(C=O)C (N,N-Dimethylformamide), C(C)(C)N(C(C)C)CC (N,N-Diisopropylethylamine), COCC(=O)Cl (Methoxyacetyl chloride). Conditions: time 2 hour. Yields the product C(C)NC(=O)NC1=CC=C(C=C1)C=1N=C(C2=C(N1)CCN(C2)C(COC)=O)N2[C@H](COCC2)C ((S)-1-ethyl-3-(4-(6-(2-methoxyacetyl)-4-(3-methylmorpholino)-5,6,7,8-tetrahydropyrido[4,3-d]pyrimidin-2-yl)phenyl)urea). As a reaction SMILES: Cl.[CH2:2]([NH:4][C:5]([NH:7][C:8]1[CH:13]=[CH:12][C:11]([C:14]2[N:15]=[C:16]([N:24]3[CH2:29][CH2:28][O:27][CH2:26][C@@H:25]3[CH3:30])[C:17]3[CH2:23][NH:22][CH2:21][CH2:20][C:18]=3[N:19]=2)=[CH:10][CH:9]=1)=[O:6])[CH3:3].CN(C)C=O.C(N(CC)C(C)C)(C)C.[CH3:45][O:46][CH2:47][C:48](Cl)=[O:49]>>[CH2:2]([NH:4][C:5]([NH:7][C:8]1[CH:13]=[CH:12][C:11]([C:14]2[N:15]=[C:16]([N:24]3[CH2:29][CH2:28][O:27][CH2:26][C@@H:25]3[CH3:30])[C:17]3[CH2:23][N:22]([C:48](=[O:49])[CH2:47][O:46][CH3:45])[CH2:21][CH2:20][C:18]=3[N:19]=2)=[CH:10][CH:9]=1)=[O:6])[CH3:3] |f:0.1|. Procedure details: (S)-1-ethyl-3-(4-(4-(3-methylmorpholino)-5,6,7,8-tetrahydropyrido[4,3-d]pyrimidin-2-yl)phenyl)urea hydrochloride (0.1000 g, 0.2310 mmol) in dry N,N-Dimethylformamide (1.60 mL, 20.7 mmol) was added N,N-Diisopropylethylamine (0.161 mL, 0.924 mmol) followed by Methoxyacetyl chloride (0.03160 mL, 0.3465 mmol). The reaction mixture was stirred for 2 hours. The reaction mixture was purified by HPLC. LC/MS-m/z+469.2 (M+H)+.